From a dataset of the Open Reaction Database (ORD), a public repository of structured organic reaction records. describe an organic reaction: reactants, conditions, products, and yield Reactants: CN(CCCCN)CCN(C)C(c1ccccc1)c1ccccc1, O=C(Cl)C(=O)Cl, O=C(O)C=Cc1cccnc1. Product: CN(CCCCNC(=O)C=Cc1cccnc1)CCN(C)C(c1ccccc1)c1ccccc1. RXN SMILES: [CH:18]([c:19]1[cH:20][cH:21][cH:22][cH:23][cH:24]1)([c:25]1[cH:26][cH:27][cH:28][cH:29][cH:30]1)[N:31]([CH2:32][CH2:33][N:34]([CH2:35][CH2:36][CH2:37][CH2:38][NH2:39])[CH3:40])[CH3:41].[Cl:12][C:13]([C:14]([Cl:15])=[O:16])=[O:17].[n:1]1[cH:2][c:3]([CH:7]=[CH:8][C:9](=[O:10])[OH:11])[cH:4][cH:5][cH:6]1>>[n:1]1[cH:2][c:3]([CH:7]=[CH:8][C:9](=[O:11])[NH:39][CH2:38][CH2:37][CH2:36][CH2:35][N:34]([CH2:33][CH2:32][N:31]([CH:18]([c:19]2[cH:20][cH:21][cH:22][cH:23][cH:24]2)[c:25]2[cH:26][cH:27][cH:28][cH:29][cH:30]2)[CH3:41])[CH3:40])[cH:4][cH:5][cH:6]1.